From a dataset of the Open Reaction Database (ORD), a public repository of structured organic reaction records. describe an organic reaction: reactants, conditions, products, and yield Reactants: NC([C@H](C)NC1=CC(=NC(=N1)C1=CC=C(C=C1)OC1=CC=C(C=C1)F)C(=O)OC(C)(C)C)=O ((S)-tert-butyl 6-((1-amino-1-oxopropan-2-yl)-amino)-2-(4-(4-fluorophenoxy)phenyl)pyrimidine-4-carboxylate), C(=O)(C(F)(F)F)O (TFA). The solvent is C(Cl)Cl (DCM). Reaction conditions: time 8 hour. Yields the product NC([C@H](C)NC1=CC(=NC(=N1)C1=CC=C(C=C1)OC1=CC=C(C=C1)F)C(=O)O)=O ((S)-6-((1-amino-1-oxopropan-2-yl)amino)-2-(4-(4-fluorophenoxy)phenyl)pyrimidine-4-carboxylic acid). The yield is 91.9%. Reaction SMILES: [NH2:1][C:2](=[O:33])[C@@H:3]([NH:5][C:6]1[N:11]=[C:10]([C:12]2[CH:17]=[CH:16][C:15]([O:18][C:19]3[CH:24]=[CH:23][C:22]([F:25])=[CH:21][CH:20]=3)=[CH:14][CH:13]=2)[N:9]=[C:8]([C:26]([O:28]C(C)(C)C)=[O:27])[CH:7]=1)[CH3:4].C(O)(C(F)(F)F)=O>C(Cl)Cl>[NH2:1][C:2](=[O:33])[C@@H:3]([NH:5][C:6]1[N:11]=[C:10]([C:12]2[CH:17]=[CH:16][C:15]([O:18][C:19]3[CH:24]=[CH:23][C:22]([F:25])=[CH:21][CH:20]=3)=[CH:14][CH:13]=2)[N:9]=[C:8]([C:26]([OH:28])=[O:27])[CH:7]=1)[CH3:4]. Reported procedure: To a suspension of the (S)-tert-butyl 6-((1-amino-1-oxopropan-2-yl)-amino)-2-(4-(4-fluorophenoxy)phenyl)pyrimidine-4-carboxylate (0.426 g, 0.941 mmol) in DCM (10 mL) was added TFA (5 mL, 67 mmol). After stirring overnight, the reaction was evaporated in vacuo and the residue triturated with 3 mL acetonitrile, filtered, rinsed once with 1 mL acetonitrile and dried under vacuum at 40° C. to give (S)-6-((1-amino-1-oxopropan-2-yl)amino)-2-(4-(4-fluorophenoxy)phenyl)pyrimidine-4-carboxylic acid as an... Starting materials: C(C)(C)NC(C)C (diisopropylamine), CN(C)C1=NC=CC=C1 (dimethyamino pyridine), C1(CCC(=O)O1)=O (succinic anhydride), ClC1=C(C=CC=C1)C1=NN(C2=NC(=NC(=C21)NCC(C)O)OC2=C(C=C(C=C2)F)F)CO (1-[3-(2-Chloro-phenyl)-6-(2,4-difluoro-phenoxy)-1-hydroxymethyl-1H-pyrazolo[3,4-d]pyrimidin-4-ylamino]-propan-2-ol). Run in C1CCOC1 (THF). Product: ClC1=C(C=CC=C1)C1=NN(C2=NC(=NC(=C21)NCC(C)O)OC2=C(C=C(C=C2)F)F)COC(CCC(=O)O)=O (succinic acid mono-[3-(2-chloro-phenyl)-6-(2,4-difluoro-phenoxy)-4-(2-hydroxy-propylamino)-pyrazolo[3,4-d]pyrimidin-1-ylmethyl]ester). Isolated yield 25.7%. Reaction SMILES: [Cl:1][C:2]1[CH:7]=[CH:6][CH:5]=[CH:4][C:3]=1[C:8]1[C:16]2[C:11](=[N:12][C:13]([O:22][C:23]3[CH:28]=[CH:27][C:26]([F:29])=[CH:25][C:24]=3[F:30])=[N:14][C:15]=2[NH:17][CH2:18][CH:19]([OH:21])[CH3:20])[N:10]([CH2:31][OH:32])[N:9]=1.C(NC(C)C)(C)C.CN(C1C=CC=CN=1)C.[C:49]1(=[O:55])[O:54][C:52](=[O:53])[CH2:51][CH2:50]1>C1COCC1>[Cl:1][C:2]1[CH:7]=[CH:6][CH:5]=[CH:4][C:3]=1[C:8]1[C:16]2[C:11](=[N:12][C:13]([O:22][C:23]3[CH:28]=[CH:27][C:26]([F:29])=[CH:25][C:24]=3[F:30])=[N:14][C:15]=2[NH:17][CH2:18][CH:19]([OH:21])[CH3:20])[N:10]([CH2:31][O:32][C:49](=[O:55])[CH2:50][CH2:51][C:52]([OH:54])=[O:53])[N:9]=1. Procedure: 1-[3-(2-Chloro-phenyl)-6-(2,4-difluoro-phenoxy)-1-hydroxymethyl-1H-pyrazolo[3,4-d]pyrimidin-4-ylamino]-propan-2-ol (2.0 g, 4.3 mmol) was dissolved in 80 mL THF, and diisopropylamine (0.78 g, 5.6 mmol), dimethyamino pyridine (52 mg, 0.4 mmol) and succinic anhydride (703 mg, 7.0 mmol) were added while stirring at room temperature. The reaction mixture was stirred for 16 hours at room temperature, then partitioned between water and ethyl acetate, and the organic layer was dried over MgSO4, filtered... Reactants: COc1cc2nc(-c3cccc([N+](=O)[O-])c3)nc(Nc3ccc4c(cnn4C(=O)OC(C)(C)C)c3)c2cc1OC(C)=O, CO, [NH4+], [OH-]. Yields the product COc1cc2nc(-c3cccc([N+](=O)[O-])c3)nc(Nc3ccc4c(cnn4C(=O)OC(C)(C)C)c3)c2cc1O. Reaction SMILES: [C:1](=[O:2])([CH3:3])[O:4][c:5]1[cH:6][c:7]2[c:8]([NH:26][c:27]3[cH:28][c:29]4[cH:30][n:31][n:32]([C:36](=[O:37])[O:38][C:39]([CH3:40])([CH3:41])[CH3:42])[c:33]4[cH:34][cH:35]3)[n:9][c:10](-[c:17]3[cH:18][c:19]([N+:23](=[O:24])[O-:25])[cH:20][cH:21][cH:22]3)[n:11][c:12]2[cH:13][c:14]1[O:15][CH3:16].[CH3:45][OH:46].[NH4+:44].[OH-:43]>>[OH:4][c:5]1[cH:6][c:7]2[c:8]([NH:26][c:27]3[cH:28][c:29]4[cH:30][n:31][n:32]([C:36](=[O:37])[O:38][C:39]([CH3:40])([CH3:41])[CH3:42])[c:33]4[cH:34][cH:35]3)[n:9][c:10](-[c:17]3[cH:18][c:19]([N+:23](=[O:24])[O-:25])[cH:20][cH:21][cH:22]3)[n:11][c:12]2[cH:13][c:14]1[O:15][CH3:16]. Reactants: C(C)(C)(C)OC(C(COC([C@@H](NC(=O)OCC1=CC=CC=C1)C(C)C)=O)OC([C@@H](NC(=O)OCC1=CC=CC=C1)C(C)C)=O)=O (t-butyl -2,3-bis-(N-CBz-L-valyloxy)-propionate), acid. Run in ClCCl (dichloromethane). Conditions: time 5 hour. Product: C(=O)(OCC1=CC=CC=C1)N[C@@H](C(C)C)C(=O)OC(C(=O)O)COC([C@@H](NC(=O)OCC1=CC=CC=C1)C(C)C)=O (2,3-Bis-(N-CBz-L-valyloxy)-propionic acid). RXN SMILES: C([O:5][C:6](=[O:45])[CH:7]([O:27][C:28](=[O:44])[C@H:29]([CH:41]([CH3:43])[CH3:42])[NH:30][C:31]([O:33][CH2:34][C:35]1[CH:40]=[CH:39][CH:38]=[CH:37][CH:36]=1)=[O:32])[CH2:8][O:9][C:10](=[O:26])[C@H:11]([CH:23]([CH3:25])[CH3:24])[NH:12][C:13]([O:15][CH2:16][C:17]1[CH:22]=[CH:21][CH:20]=[CH:19][CH:18]=1)=[O:14])(C)(C)C>ClCCl>[C:31]([NH:30][C@H:29]([C:28]([O:27][CH:7]([CH2:8][O:9][C:10](=[O:26])[C@H:11]([CH:23]([CH3:25])[CH3:24])[NH:12][C:13]([O:15][CH2:16][C:17]1[CH:22]=[CH:21][CH:20]=[CH:19][CH:18]=1)=[O:14])[C:6]([OH:45])=[O:5])=[O:44])[CH:41]([CH3:42])[CH3:43])([O:33][CH2:34][C:35]1[CH:36]=[CH:37][CH:38]=[CH:39][CH:40]=1)=[O:32]. Reported procedure: To a solution of t-butyl -2,3-bis-(N-CBz-L-valyloxy)-propionate (7.2 g, 11.4 mmole) in dichloromethane (25 ml) was added tifluoroacetic acid (25 ml) and the solution was stirred for five hours at room temperature. The solution was evaporated under reduced pressure and coevaporated two times with toluene. The product was isolated by silica gel column chromatography. Yield: 5.9 g=90%